Dataset: the Open Reaction Database (ORD), a public repository of structured organic reaction records. Task: describe an organic reaction: reactants, conditions, products, and yield The solvent is O (water). The yield is 93.6%. Reported procedure: An aqueous solution containing 3 g of sodium hydroxide dissolved in 10 ml of water was added to 100 ml of a methanol solution containing 22 g of methyl 2-[4-[((3S)-1-tert-butoxycarbonyl-3-pyrrolidinyl)oxy]phenyl]-3-(6-cyano-2-indolyl)propionate, and the resulting mixture was stirred at room temperature for 24 hours. After distilling off the solvent, the remaining portion was adjusted to pH 4-5 with citric acid and then extracted with ethyl acetate. By drying the extract to distill off the solven... Reactants: [OH-].[Na+] (sodium hydroxide), CO (methanol), C(C)(C)(C)OC(=O)N1C[C@H](CC1)OC1=CC=C(C=C1)C(C(=O)OC)CC=1NC2=CC(=CC=C2C1)C#N (methyl 2-[4-[((3S)-1-tert-butoxycarbonyl-3-pyrrolidinyl)oxy]phenyl]-3-(6-cyano-2-indolyl)propionate). Reaction conditions: time 24 hour. Yields the product C(C)(C)(C)OC(=O)N1C[C@H](CC1)OC1=CC=C(C=C1)C(C(=O)O)CC=1NC2=CC(=CC=C2C1)C#N (2-[4-[((3S)-1-tert-butoxycarbonyl-3-pyrrolidinyl)oxy]phenyl]-3-(6-cyano-2-indolyl)propionic acid). Reaction SMILES: [OH-].[Na+].CO.[C:5]([O:9][C:10]([N:12]1[CH2:16][CH2:15][C@H:14]([O:17][C:18]2[CH:23]=[CH:22][C:21]([CH:24]([CH2:29][C:30]3[NH:31][C:32]4[C:37]([CH:38]=3)=[CH:36][CH:35]=[C:34]([C:39]#[N:40])[CH:33]=4)[C:25]([O:27]C)=[O:26])=[CH:20][CH:19]=2)[CH2:13]1)=[O:11])([CH3:8])([CH3:7])[CH3:6]>O>[C:5]([O:9][C:10]([N:12]1[CH2:16][CH2:15][C@H:14]([O:17][C:18]2[CH:23]=[CH:22][C:21]([CH:24]([CH2:29][C:30]3[NH:31][C:32]4[C:37]([CH:38]=3)=[CH:36][CH:35]=[C:34]([C:39]#[N:40])[CH:33]=4)[C:25]([OH:27])=[O:26])=[CH:20][CH:19]=2)[CH2:13]1)=[O:11])([CH3:8])([CH3:6])[CH3:7] |f:0.1|. RXN SMILES: [NH2:1][C@H:2]([C:11]([OH:13])=[O:12])[CH2:3][C:4]1[CH:9]=CC(O)=C[CH:5]=1.N[C@H](C(O)=O)CCCCN>>[NH2:1][C@H:2]([C:11]([OH:13])=[O:12])[CH2:3][CH:4]([CH3:9])[CH3:5]. The product is N[C@@H](CC(C)C)C(=O)O (Leu). Reported procedure: 5.16 (5), Tyr; 0.74 (1), Lys; 2.01 (2), Reactants: ( 5 ), N[C@@H](CCCCN)C(=O)O (Lys), ( 2 ), N[C@@H](CC1=CC=C(C=C1)O)C(=O)O (Tyr), ( 1 ). Reactants: CCN(C(C)C)C(C)C, C1CCOC1, O=C(Cl)OC1CCOC1, Cc1ccc2c(N3CCC(N)C3)nc(-c3c(O)cccc3F)nc2c1. The product is Cc1ccc2c(N3CCC(NC(=O)OC4CCOC4)C3)nc(-c3c(O)cccc3F)nc2c1. As a reaction SMILES: [CH2:1]([N:2]([CH:3]([CH3:4])[CH3:5])[CH:6]([CH3:7])[CH3:8])[CH3:9].[CH2:44]1[O:45][CH2:46][CH2:47][CH2:48]1.[Cl:35][C:36](=[O:37])[O:38][CH:39]1[CH2:40][O:41][CH2:42][CH2:43]1.[NH2:10][CH:11]1[CH2:12][N:13]([c:16]2[n:17][c:18](-[c:27]3[c:28]([OH:34])[cH:29][cH:30][cH:31][c:32]3[F:33])[n:19][c:20]3[cH:21][c:22]([CH3:26])[cH:23][cH:24][c:25]23)[CH2:14][CH2:15]1>>[NH:10]([CH:11]1[CH2:12][N:13]([c:16]2[n:17][c:18](-[c:27]3[c:28]([OH:34])[cH:29][cH:30][cH:31][c:32]3[F:33])[n:19][c:20]3[cH:21][c:22]([CH3:26])[cH:23][cH:24][c:25]23)[CH2:14][CH2:15]1)[C:36](=[O:37])[O:38][CH:39]1[CH2:40][O:41][CH2:42][CH2:43]1. Reactants: C(C)C=1C(NC(NC1SC1=CC(=CC(=C1)C)C)=O)=O (5-Ethyl-6-(3,5-dimethylphenylthio)-2,4-pyrimidinedione), [Si](C)(C)(C(C)(C)C)OCC1CCC=C1CBr ((5-t-butyldimethylsilyloxymethylcyclopent-1-en-1-yl)methyl bromide). Yields the product OCC1CCC=C1CN1C(NC(C(=C1SC1=CC(=CC(=C1)C)C)CC)=O)=O (1-[(5-Hydroxymethylcyclopent-1-en-1-yl) methyl]-5-ethyl-6-(3,5-dimethylphenylthio)-2,4-pyrimidinedione). The yield is 22.7%. Reaction SMILES: [CH2:1]([C:3]1[C:4](=[O:19])[NH:5][C:6](=[O:18])[NH:7][C:8]=1[S:9][C:10]1[CH:15]=[C:14]([CH3:16])[CH:13]=[C:12]([CH3:17])[CH:11]=1)[CH3:2].[Si]([O:27][CH2:28][CH:29]1[C:33]([CH2:34]Br)=[CH:32][CH2:31][CH2:30]1)(C(C)(C)C)(C)C>>[OH:27][CH2:28][CH:29]1[C:33]([CH2:34][N:7]2[C:8]([S:9][C:10]3[CH:11]=[C:12]([CH3:17])[CH:13]=[C:14]([CH3:16])[CH:15]=3)=[C:3]([CH2:1][CH3:2])[C:4](=[O:19])[NH:5][C:6]2=[O:18])=[CH:32][CH2:31][CH2:30]1. Reported procedure: 5-Ethyl-6-(3,5-dimethylphenylthio)-2,4-pyrimidinedione and (5-t-butyldimethylsilyloxymethylcyclopent-1-en-1-yl)methyl bromide were reacted by the same with the example 10 to obtain the titled compound. Reactants: O=C1CCC(=O)N1Cl, Cc1cccnc1COc1nc(N)nc(-c2ccco2)c1C#N, CN(C)C=O. Yields the product Cc1cccnc1COc1nc(N)nc(-c2ccc(Cl)o2)c1C#N. Reaction SMILES: [Cl:24][N:25]1[C:26](=[O:27])[CH2:28][CH2:29][C:30]1=[O:31].[NH2:1][c:2]1[n:3][c:4]([O:15][CH2:16][c:17]2[n:18][cH:19][cH:20][cH:21][c:22]2[CH3:23])[c:5]([C:13]#[N:14])[c:6](-[c:8]2[o:9][cH:10][cH:11][cH:12]2)[n:7]1.[O:32]=[CH:33][N:34]([CH3:35])[CH3:36]>>[NH2:1][c:2]1[n:3][c:4]([O:15][CH2:16][c:17]2[n:18][cH:19][cH:20][cH:21][c:22]2[CH3:23])[c:5]([C:13]#[N:14])[c:6](-[c:8]2[o:9][c:10]([Cl:24])[cH:11][cH:12]2)[n:7]1. Starting materials: Cl (hydrochloric acid), C1=CC(=C2C=CC=C3C4=CC=CC=C4C1=C23)B(O)O (fluoranthene-3-boronic acid), BrC=1C=C2C=CC(=CC2=CC1)O (6-bromo-2-naphthol), C([O-])([O-])=O.[Na+].[Na+] (sodium carbonate). The reagents and catalysts are C=1C=CC(=CC1)[P](C=2C=CC=CC2)(C=3C=CC=CC3)[Pd]([P](C=4C=CC=CC4)(C=5C=CC=CC5)C=6C=CC=CC6)([P](C=7C=CC=CC7)(C=8C=CC=CC8)C=9C=CC=CC9)[P](C=1C=CC=CC1)(C=1C=CC=CC1)C=1C=CC=CC1 (tetrakis(triphenylphosphine)palladium). The solvent is ClCCl (dichloromethane), COCCOC (1,2-dimethoxyethane). Product: C1=CC(=C2C=CC=C3C4=CC=CC=C4C1=C23)C=2C=C3C=CC(=CC3=CC2)O (6-(fluoranthen-3-yl)-2-naphthol). The yield is 89.1%. As a reaction SMILES: [CH:1]1[C:15]2=[C:16]3[C:8]([C:9]4[C:14]2=[CH:13][CH:12]=[CH:11][CH:10]=4)=[CH:7][CH:6]=[CH:5][C:4]3=[C:3](B(O)O)[CH:2]=1.Br[C:21]1[CH:22]=[C:23]2[C:28](=[CH:29][CH:30]=1)[CH:27]=[C:26]([OH:31])[CH:25]=[CH:24]2.C(=O)([O-])[O-].[Na+].[Na+].Cl>ClCCl.C1C=CC([P]([Pd]([P](C2C=CC=CC=2)(C2C=CC=CC=2)C2C=CC=CC=2)([P](C2C=CC=CC=2)(C2C=CC=CC=2)C2C=CC=CC=2)[P](C2C=CC=CC=2)(C2C=CC=CC=2)C2C=CC=CC=2)(C2C=CC=CC=2)C2C=CC=CC=2)=CC=1.COCCOC>[CH:1]1[C:15]2=[C:16]3[C:8]([C:9]4[C:14]2=[CH:13][CH:12]=[CH:11][CH:10]=4)=[CH:7][CH:6]=[CH:5][C:4]3=[C:3]([C:21]2[CH:22]=[C:23]3[C:28](=[CH:29][CH:30]=2)[CH:27]=[C:26]([OH:31])[CH:25]=[CH:24]3)[CH:2]=1 |f:2.3.4,^1:45,47,66,85|. Procedure: Under the atmosphere of argon, 2.7 g of fluoranthene-3-boronic acid, 2.0 g of 6-bromo-2-naphthol, 0.31 g of tetrakis(triphenylphosphine)palladium (0), 27 mL of 1,2-dimethoxyethane and 13.5 mL of an aqueous 2M sodium carbonate solution were placed in a flask, and the resulting mixture was stirred under reflux while heating for 4 hours. After cooling to room temperature, 2M hydrochloric acid was added to the reaction solution to allow it to be acidic, and the reaction solution was extracted with d...